From a dataset of the Open Reaction Database (ORD), a public repository of structured organic reaction records. describe an organic reaction: reactants, conditions, products, and yield Reactants: C1(=CC=CC=C1)N1CCNCC1 (N-phenylpiperazine), C=O (formaldehyde), C=1C=C2C=CC=C3C2=C(C1)C(=O)NC3=O (1,8-naphthalimide). Run in CN(C=O)C (dimethylformamide). Yields the product C1(=CC=CC=C1)N1CCN(CC1)CN1C(C2=CC=CC=3C2=C(C1=O)C=CC3)=O (2-[(4-phenyl-1-piperazinyl)methyl]-1H-benz[de]isoquinoline-1,3(2H)-dione). RXN SMILES: [C:1]1([N:7]2[CH2:12][CH2:11][NH:10][CH2:9][CH2:8]2)[CH:6]=[CH:5][CH:4]=[CH:3][CH:2]=1.[CH2:13]=O.[CH:15]1[CH:16]=[C:17]2[C:22]3=[C:23]([C:25]([NH:27][C:28](=[O:29])[C:21]3=[CH:20][CH:19]=[CH:18]2)=[O:26])[CH:24]=1>CN(C)C=O>[C:1]1([N:7]2[CH2:12][CH2:11][N:10]([CH2:13][N:27]3[C:28](=[O:29])[C:21]4[CH:20]=[CH:19][CH:18]=[C:17]5[C:22]=4[C:23](=[CH:24][CH:15]=[CH:16]5)[C:25]3=[O:26])[CH2:9][CH2:8]2)[CH:6]=[CH:5][CH:4]=[CH:3][CH:2]=1. Reported procedure: An equimolar mixture of N-phenylpiperazine, aqueous formaldehyde, and 1,8-naphthalimide is suspended in a small amount of dimethylformamide and the mixture is heated until dissolution is complete. The solution is allowed to stand at room temperature and the resulting precipitate is filtered off and dried to yield 2-[(4-phenyl-1-piperazinyl)methyl]-1H-benz[de]isoquinoline-1,3(2H)-dione.